Dataset: the Open Reaction Database (ORD), a public repository of structured organic reaction records. Task: describe an organic reaction: reactants, conditions, products, and yield The reactants are ClC=1C=CC(=NC1)F (5-chloro-2-fluoropyridine), C(C1=CC=CC=C1)S (benzylmercaptan), C([O-])([O-])=O.[Cs+].[Cs+] (cesium carbonate). The solvent is CCOCC (Et2O), CN(C)C=O (DMF). Run at time 16 hour. Yields the product C(C1=CC=CC=C1)SC1=NC=C(C=C1)Cl (2-(benzylthio)-5-chloropyridine). The yield is 100.8%. Reaction SMILES: C(=O)([O-])[O-].[Cs+].[Cs+].[Cl:7][C:8]1[CH:9]=[CH:10][C:11](F)=[N:12][CH:13]=1.[CH2:15]([SH:22])[C:16]1[CH:21]=[CH:20][CH:19]=[CH:18][CH:17]=1>CN(C=O)C.CCOCC>[CH2:15]([S:22][C:11]1[CH:10]=[CH:9][C:8]([Cl:7])=[CH:13][N:12]=1)[C:16]1[CH:21]=[CH:20][CH:19]=[CH:18][CH:17]=1 |f:0.1.2|. Procedure: To a suspension of cesium carbonate (3.76 g, 11.5 mmol) in DMF (20 mL) at room temperature was added 5-chloro-2-fluoropyridine (1.00 mL, 9.96 mmol) and benzylmercaptan (1.15 mL, 9.80 mmol). The reaction mixture was stirred at room temperature for 16 h and heated to 60° C. for 6 h. The reaction mixture was diluted with Et2O. The organic phase was washed with water (2×), brine and dried over MgSO4. The filtrate was concentrated under reduced pressure and the residue was purified by flash column ch...